From a dataset of the Open Reaction Database (ORD), a public repository of structured organic reaction records. describe an organic reaction: reactants, conditions, products, and yield The reactants are CC(=O)N1N=C(c2ccc([N+](=O)[O-])cc2)c2cc(Cl)c(Cl)cc2CC1C, CN=C=O. Yields the product CNC(=O)N1N=C(c2ccc([N+](=O)[O-])cc2)c2cc(Cl)c(Cl)cc2CC1C. Reaction SMILES: [C:1]([CH3:2])(=[O:3])[N:4]1[N:5]=[C:6]([c:18]2[cH:19][cH:20][c:21]([N+:24](=[O:25])[O-:26])[cH:22][cH:23]2)[c:7]2[c:8]([cH:12][c:13]([Cl:17])[c:14]([Cl:16])[cH:15]2)[CH2:9][CH:10]1[CH3:11].[CH3:27][N:28]=[C:29]=[O:30]>>[C:1](=[O:3])([N:4]1[N:5]=[C:6]([c:18]2[cH:19][cH:20][c:21]([N+:24](=[O:25])[O-:26])[cH:22][cH:23]2)[c:7]2[c:8]([cH:12][c:13]([Cl:17])[c:14]([Cl:16])[cH:15]2)[CH2:9][CH:10]1[CH3:11])[NH:28][CH3:27]. The reactants are S1C(=CC=C1)C(=O)OCC (ethyl 2-thiophenecarboxylate), [Na] (sodium), N1C(CC2=CN=CC=C12)=O (5-azaoxindole), [Na] (sodium). Solvent: C(C)O (ethanol). Yields the product C1(=CC=CS1)C(=O)C1C(NC2=CC=NC=C12)=O (3-(2-Thenoyl)-5-azaoxindole). Yield: 78.7%. As a reaction SMILES: [Na].[NH:2]1[C:10]2[C:5](=[CH:6][N:7]=[CH:8][CH:9]=2)[CH2:4][C:3]1=[O:11].[S:12]1[CH:16]=[CH:15][CH:14]=[C:13]1[C:17](OCC)=[O:18]>C(O)C>[C:13]1([C:17]([CH:4]2[C:5]3[C:10](=[CH:9][CH:8]=[N:7][CH:6]=3)[NH:2][C:3]2=[O:11])=[O:18])[S:12][CH:16]=[CH:15][CH:14]=1 |^1:0|. Reported procedure: Pellets of sodium metal (1.15 g, 50 mmol) were added to dry ethanol (30 mL) in a dry round-bottomed flask. When dissolution of the sodium was complete, solid 5-azaoxindole (1.40 mg, 10.4 mmol) was added followed by ethyl 2-thiophenecarboxylate (2.7 mL, 20.1 mmol). The mixture was heated under nitrogen at reflux for 1 hour. At this point, the volume of the mixture was reduced 50% by distillation of ethanol at atmospheric pressure. The mixture was cooled and poured into ice/water. The resulting so...